From a dataset of the Open Reaction Database (ORD), a public repository of structured organic reaction records. describe an organic reaction: reactants, conditions, products, and yield Starting materials: crude product, C(C1=CC=CC=C1)Br (benzyl bromide), ice water, O[C@H](CC(=O)OC)C (methyl (S)-3-hydroxybutyrate), C(C)(C)NC(C)C (diisopropylamine), C(CCC)[Li] (n-butyllithium). The solvent is CCCCCC.C(C)(=O)OCC (hexane ethyl acetate), CN(P(=O)(N(C)C)N(C)C)C (hexamethylphosphoramide), O1CCCC1 (tetrahydrofuran). Reaction conditions: temperature -40 celsius, time 1 hour. The product is C(C1=CC=CC=C1)[C@H](C(=O)OC)[C@H](C)O (Methyl (2S,3S)-2-Benzyl-3-Hydroxybutyrate). Isolated yield 60.5%. Reaction SMILES: C(NC(C)C)(C)C.C([Li])CCC.[OH:13][C@@H:14]([CH3:20])[CH2:15][C:16]([O:18][CH3:19])=[O:17].[CH2:21](Br)[C:22]1[CH:27]=[CH:26][CH:25]=[CH:24][CH:23]=1>CN(C)P(N(C)C)(N(C)C)=O.CCCCCC.C(OCC)(=O)C.O1CCCC1>[CH2:21]([C@@H:15]([C@@H:14]([OH:13])[CH3:20])[C:16]([O:18][CH3:19])=[O:17])[C:22]1[CH:27]=[CH:26][CH:25]=[CH:24][CH:23]=1 |f:5.6|. Procedure details: Subsequently, in a 50 ml flask were charged 3.3 g (30.0 mmol) of diisopropylamine and 10 ml of tetrahydrofuran, and 16.6 ml (24.9 mmol) of n-butyllithium 1.5M hexane solution was added thereto dropwise on an ice bath in a nitrogen stream. The mixture was then stirred for 1 hour at that temperature. The reaction mixture was further cooled to −40° C., and 1.40 g (11.9 mmol) of methyl (S)-3-hydroxybutyrate prepared as above was added thereto dropwise. After the mixture was stirred for 0.5 hour, 3.0... Starting materials: ClC1=CC(=C2C=NN(C2=C1)S(=O)(=O)C1=CC=CC=C1)C=1OC(=CN1)CN1C[C@H](O[C@H](C1)C)C (((2-(6-Chloro-1-(phenylsulfonyl)-1H-indazol-4-yl)oxazol-5-yl)methyl)-cis-2,6-dimethylmorpholine), C1(CCCCC1)P(C1CCCCC1)C1CCCCC1 (tricyclohexylphosphine), F.[F-].[K+] (Potassium hydrogen difluoride), COC1=NC=C(C=C1NS(=O)(=O)C)B1OC(C(O1)(C)C)(C)C (N-(2-methoxy-5-(4,4,5,5-tetramethyl-1,3,2-dioxaborolan-2-yl)pyridin-3-yl)methanesulfonamide), P(=O)([O-])([O-])[O-].[K+].[K+].[K+] (potassium phosphate). Reagents/catalysts: C(C)(=O)[O-].[Pd+2].C(C)(=O)[O-] (palladium (II) acetate). The solvent is O (water), O (water), CC(C)O (IPA), CC(C)O (IPA). Conditions: temperature 77.5 celsius, time 20 minute. The product is C[C@@H]1O[C@@H](CN(C1)CC1=CN=C(O1)C1=C2C=NN(C2=CC(=C1)C=1C=C(C(=NC1)OC)NS(=O)(=O)C)S(=O)(=O)C1=CC=CC=C1)C (N-(5-(4-(5-((cis-2,6-dimethylmorpholino)methyl)oxazol-2-yl)-1-(phenylsulfonyl)-1H-indazol-6-yl)-2-methoxypyridin-3-yl)methanesulfonamide). Reaction SMILES: Cl[C:2]1[CH:10]=[C:9]2[C:5]([CH:6]=[N:7][N:8]2[S:11]([C:14]2[CH:19]=[CH:18][CH:17]=[CH:16][CH:15]=2)(=[O:13])=[O:12])=[C:4]([C:20]2[O:21][C:22]([CH2:25][N:26]3[CH2:31][C@H:30]([CH3:32])[O:29][C@H:28]([CH3:33])[CH2:27]3)=[CH:23][N:24]=2)[CH:3]=1.[CH3:34][O:35][C:36]1[C:41]([NH:42][S:43]([CH3:46])(=[O:45])=[O:44])=[CH:40][C:39](B2OC(C)(C)C(C)(C)O2)=[CH:38][N:37]=1.P([O-])([O-])([O-])=O.[K+].[K+].[K+].F.[F-].[K+].C1(P(C2CCCCC2)C2CCCCC2)CCCCC1>CC(O)C.C([O-])(=O)C.[Pd+2].C([O-])(=O)C.O>[CH3:32][C@H:30]1[CH2:31][N:26]([CH2:25][C:22]2[O:21][C:20]([C:4]3[CH:3]=[C:2]([C:39]4[CH:40]=[C:41]([NH:42][S:43]([CH3:46])(=[O:44])=[O:45])[C:36]([O:35][CH3:34])=[N:37][CH:38]=4)[CH:10]=[C:9]4[C:5]=3[CH:6]=[N:7][N:8]4[S:11]([C:14]3[CH:19]=[CH:18][CH:17]=[CH:16][CH:15]=3)(=[O:13])=[O:12])=[N:24][CH:23]=2)[CH2:27][C@@H:28]([CH3:33])[O:29]1 |f:2.3.4.5,6.7.8,11.12.13|. Procedure: ((2-(6-Chloro-1-(phenylsulfonyl)-1H-indazol-4-yl)oxazol-5-yl)methyl)-cis-2,6-dimethylmorpholine (1.00 wt, 460 g), N-(2-methoxy-5-(4,4,5,5-tetramethyl-1,3,2-dioxaborolan-2-yl)pyridin-3-yl)methanesulfonamide (0.741 wt, 1.1 eq, 341 g) and potassium phosphate (0.523 wt, 1.2 eq, 241 g) are combined in IPA (5 vol, 2.3 L) and water (5 vol, 2.3 L) in a clean CLR under nitrogen. Potassium hydrogen difluoride (0.353 wt, 2.2 eq. 163 g) is added and the mixture is heated to 75-80° C. and degassed at this te... Starting materials: [Al+3], C1CCOC1, CCOC(C)=O, COC(=O)c1ccccc1C(F)F, [H-], [H-], [H-], [H-], [Li+], [Na+], [OH-], O. The product is OCc1ccccc1C(F)F. RXN SMILES: [Al+3:15].[CH2:21]1[O:22][CH2:23][CH2:24][CH2:25]1.[CH3:26][CH2:27][O:28][C:29](=[O:30])[CH3:31].[F:1][CH:2]([c:3]1[c:4]([C:5](=[O:6])[O:7][CH3:8])[cH:9][cH:10][cH:11][cH:12]1)[F:13].[H-:14].[H-:17].[H-:18].[H-:19].[Li+:16].[Na+:33].[OH-:32].[OH2:20]>>[F:1][CH:2]([c:3]1[c:4]([CH2:5][OH:6])[cH:9][cH:10][cH:11][cH:12]1)[F:13]. The reactants are CCOC(=O)c1nc2n(c(=O)c1OCc1ccccc1)CCOC2, CCOC(C)=O, CCO, [H][H]. Yields the product CCOC(=O)c1nc2n(c(=O)c1O)CCOC2. RXN SMILES: [CH2:1]([c:2]1[cH:3][cH:4][cH:5][cH:6][cH:7]1)[O:8][c:9]1[c:10]([C:20](=[O:21])[O:22][CH2:23][CH3:24])[n:11][c:12]2[n:17]([c:18]1=[O:19])[CH2:16][CH2:15][O:14][CH2:13]2.[CH3:27][CH2:28][O:29][C:30](=[O:31])[CH3:32].[CH3:33][CH2:34][OH:35].[H:25][H:26]>>[OH:8][c:9]1[c:10]([C:20](=[O:21])[O:22][CH2:23][CH3:24])[n:11][c:12]2[n:17]([c:18]1=[O:19])[CH2:16][CH2:15][O:14][CH2:13]2. Reactants: CCCCN(CCCc1ccccc1)S(=O)(=O)c1ccc(OC)c([N+](=O)[O-])c1, CS(C)=O, Cl, [K+], [OH-], O. Yields the product CCCCN(CCCc1ccccc1)S(=O)(=O)c1ccc(O)c([N+](=O)[O-])c1. As a reaction SMILES: [CH2:1]([CH2:2][CH2:3][CH3:4])[N:5]([S:6](=[O:7])(=[O:8])[c:9]1[cH:10][c:11]([N+:17](=[O:18])[O-:19])[c:12]([O:15][CH3:16])[cH:13][cH:14]1)[CH2:20][CH2:21][CH2:22][c:23]1[cH:24][cH:25][cH:26][cH:27][cH:28]1.[CH3:33][S:34](=[O:35])[CH3:36].[ClH:32].[K+:30].[OH-:29].[OH2:31]>>[CH2:1]([CH2:2][CH2:3][CH3:4])[N:5]([S:6](=[O:7])(=[O:8])[c:9]1[cH:10][c:11]([N+:17](=[O:18])[O-:19])[c:12]([OH:15])[cH:13][cH:14]1)[CH2:20][CH2:21][CH2:22][c:23]1[cH:24][cH:25][cH:26][cH:27][cH:28]1. Product: Nc1cccc(-n2nc3c(c2N)c(=O)[nH]c2ccccc23)c1. Starting materials: CO, Nc1c2c(=O)[nH]c3ccccc3c2nn1-c1cccc([N+](=O)[O-])c1, C1CCOC1. As a reaction SMILES: [CH3:30][OH:31].[NH2:1][c:2]1[n:3](-[c:16]2[cH:17][c:18]([N+:22]([O-:23])=[O:24])[cH:19][cH:20][cH:21]2)[n:4][c:5]2[c:6]1[c:7](=[O:15])[nH:8][c:9]1[cH:10][cH:11][cH:12][cH:13][c:14]21.[O:25]1[CH2:26][CH2:27][CH2:28][CH2:29]1>>[NH2:1][c:2]1[n:3](-[c:16]2[cH:17][c:18]([NH2:22])[cH:19][cH:20][cH:21]2)[n:4][c:5]2[c:6]1[c:7](=[O:15])[nH:8][c:9]1[cH:10][cH:11][cH:12][cH:13][c:14]21. Product: CCCCc1nc(-c2ccc(C(F)(F)F)cc2)sc1COc1ccc(CO)c(Cl)c1. Starting materials: [BH4-], CCCCc1nc(-c2ccc(C(F)(F)F)cc2)sc1COc1ccc(C=O)c(Cl)c1, CO, [Na+]. Reaction SMILES: [BH4-:31].[CH2:1]([CH2:2][CH2:3][CH3:4])[c:5]1[n:6][c:7](-[c:21]2[cH:22][cH:23][c:24]([C:27]([F:28])([F:29])[F:30])[cH:25][cH:26]2)[s:8][c:9]1[CH2:10][O:11][c:12]1[cH:13][c:14]([Cl:20])[c:15]([CH:16]=[O:17])[cH:18][cH:19]1.[CH3:33][OH:34].[Na+:32]>>[CH2:1]([CH2:2][CH2:3][CH3:4])[c:5]1[n:6][c:7](-[c:21]2[cH:22][cH:23][c:24]([C:27]([F:28])([F:29])[F:30])[cH:25][cH:26]2)[s:8][c:9]1[CH2:10][O:11][c:12]1[cH:13][c:14]([Cl:20])[c:15]([CH2:16][OH:17])[cH:18][cH:19]1. Starting materials: ClC1=C(N=C(NC1=O)CC(=O)[O-])N1CCOCC1.[Na+] (sodium (5-chloro-4-morpholin-4-yl-6-oxo-1,6-dihydropyrimidin-2-yl)acetate), C[C@H]1NC2=CC=CC(=C2C1)F ((R)-2-methyl-4-fluoro-2,3-dihydro-1H-indole). Product: eluent 99/01, ClC=1C(NC(=NC1N1CCOCC1)CC(=O)N1[C@@H](CC2=C(C=CC=C12)F)C)=O (5-chloro-2-[2-((R)-2-methyl-4-fluoro-2,3-dihydroindol-1-yl)-2-oxoethyl]-6-morpholin-4-yl-3H-pyrimidin-4-one). The yield is 33.8%. As a reaction SMILES: [Cl:1][C:2]1[C:7](=[O:8])[NH:6][C:5]([CH2:9][C:10]([O-:12])=O)=[N:4][C:3]=1[N:13]1[CH2:18][CH2:17][O:16][CH2:15][CH2:14]1.[Na+].[CH3:20][C@@H:21]1[CH2:29][C:28]2[C:23](=[CH:24][CH:25]=[CH:26][C:27]=2[F:30])[NH:22]1>>[Cl:1][C:2]1[C:7](=[O:8])[NH:6][C:5]([CH2:9][C:10]([N:22]2[C:23]3[C:28](=[C:27]([F:30])[CH:26]=[CH:25][CH:24]=3)[CH2:29][C@H:21]2[CH3:20])=[O:12])=[N:4][C:3]=1[N:13]1[CH2:18][CH2:17][O:16][CH2:15][CH2:14]1 |f:0.1|. Procedure: The product is prepared by following the procedure described in example 1a (step 5a) using 220 mg of sodium (5-chloro-4-morpholin-4-yl-6-oxo-1,6-dihydropyrimidin-2-yl)acetate and 110 mg of (R)-2-methyl-4-fluoro-2,3-dihydro-1H-indole (which can be prepared according to Krasnov, V. P. et al. (Mendeleev Commun. 2002, 12(1), 27-28)). After silica column purification: eluent 99/01 then 98/02 then 97/03 dichloromethane/methanol, 100 mg of 5-chloro-2-[2-((R)-2-methyl-4-fluoro-2,3-dihydroindol-1-yl)-2-o... Starting materials: BrC1=CC(=C(CN2C(C(CC2)N2CCCCC2)=O)C(=C1)Cl)Cl (1-(4-bromo-2,6-dichloro-benzyl)-3-piperidin-1-yl-pyrrolidin-2-one), FC1=CC=C(C=C1)B(O)O (4-fluorophenylboronic acid), N#N (N2). Procedure details: Purge a mixture of 1-(4-bromo-2,6-dichloro-benzyl)-3-piperidin-1-yl-pyrrolidin-2-one (0.150 g, 0.37 mmol) and 4-fluorophenylboronic acid (0.150 g, 1.07 mmol) in toluene (7 mL) and 2M sodium carbonate (1.3 mL) with N2. Treat the reaction with Pd(PPh3)4 (0.043 g, 0.037 mmol) and heat to 90° C. for 4 hours under N2. Cool the reaction, dilute with ethyl acetate, and wash with and water. Dry the organic layer (Na2SO4), remove the solvent in vacuo to afford crude product, and purify with a 0 to 10% me... Run at temperature 90 celsius. RXN SMILES: Br[C:2]1[CH:20]=[C:19]([Cl:21])[C:5]([CH2:6][N:7]2[CH2:11][CH2:10][CH:9]([N:12]3[CH2:17][CH2:16][CH2:15][CH2:14][CH2:13]3)[C:8]2=[O:18])=[C:4]([Cl:22])[CH:3]=1.[F:23][C:24]1[CH:29]=[CH:28][C:27](B(O)O)=[CH:26][CH:25]=1.N#N>C1(C)C=CC=CC=1.C(=O)([O-])[O-].[Na+].[Na+].C(OCC)(=O)C.C1C=CC([P]([Pd]([P](C2C=CC=CC=2)(C2C=CC=CC=2)C2C=CC=CC=2)([P](C2C=CC=CC=2)(C2C=CC=CC=2)C2C=CC=CC=2)[P](C2C=CC=CC=2)(C2C=CC=CC=2)C2C=CC=CC=2)(C2C=CC=CC=2)C2C=CC=CC=2)=CC=1>[Cl:22][C:4]1[CH:3]=[C:2]([C:27]2[CH:28]=[CH:29][C:24]([F:23])=[CH:25][CH:26]=2)[CH:20]=[C:19]([Cl:21])[C:5]=1[CH2:6][N:7]1[CH2:11][CH2:10][CH:9]([N:12]2[CH2:17][CH2:16][CH2:15][CH2:14][CH2:13]2)[C:8]1=[O:18] |f:4.5.6,^1:57,59,78,97|. Yield: 32.1%. The solvent is C1(=CC=CC=C1)C (toluene), C([O-])([O-])=O.[Na+].[Na+] (sodium carbonate), C(C)(=O)OCC (ethyl acetate). Yields the product ClC=1C=C(C=C(C1CN1C(C(CC1)N1CCCCC1)=O)Cl)C1=CC=C(C=C1)F (1-(3,5-Dichloro-4′-fluoro-biphenyl-4-ylmethyl)-3-piperidin-1-yl-pyrrolidin-2-one). Reagents/catalysts: C=1C=CC(=CC1)[P](C=2C=CC=CC2)(C=3C=CC=CC3)[Pd]([P](C=4C=CC=CC4)(C=5C=CC=CC5)C=6C=CC=CC6)([P](C=7C=CC=CC7)(C=8C=CC=CC8)C=9C=CC=CC9)[P](C=1C=CC=CC1)(C=1C=CC=CC1)C=1C=CC=CC1 (Pd(PPh3)4).